From a dataset of the Open Reaction Database (ORD), a public repository of structured organic reaction records. describe an organic reaction: reactants, conditions, products, and yield Reactants: COC(=O)C1(c2cc(F)c(-c3ccc(-c4nc(C(N)=O)c(C)nc4C)cc3)c(F)c2)CC1, CC(=O)O, CC(C)(C)O, CCO, CO, ClCCl, [K+], [OH-]. Product: Cc1nc(C)c(-c2ccc(-c3c(F)cc(C4(C(=O)O)CC4)cc3F)cc2)nc1C(N)=O. As a reaction SMILES: [C:3]([NH2:4])(=[O:5])[c:6]1[c:7]([CH3:34])[n:8][c:9]([CH3:33])[c:10](-[c:12]2[cH:13][cH:14][c:15](-[c:18]3[c:19]([F:32])[cH:20][c:21]([C:25]4([C:28](=[O:29])[O:30][CH3:31])[CH2:26][CH2:27]4)[cH:22][c:23]3[F:24])[cH:16][cH:17]2)[n:11]1.[CH3:35][C:36](=[O:37])[OH:38].[CH3:42][C:43]([OH:44])([CH3:45])[CH3:46].[CH3:47][CH2:48][OH:49].[CH3:50][OH:51].[Cl:39][CH2:40][Cl:41].[K+:2].[OH-:1]>>[C:3]([NH2:4])(=[O:5])[c:6]1[c:7]([CH3:34])[n:8][c:9]([CH3:33])[c:10](-[c:12]2[cH:13][cH:14][c:15](-[c:18]3[c:19]([F:32])[cH:20][c:21]([C:25]4([C:28](=[O:29])[OH:30])[CH2:26][CH2:27]4)[cH:22][c:23]3[F:24])[cH:16][cH:17]2)[n:11]1. Starting materials: C(C)C1=CC=C2CCC(C2=C1)=O (6-ethyl-1-indanone), O (water), CC(C=C)O (3-buten-2-ol), C1(=CC=C(C=C1)S(=O)(=O)O)C (p-toluenesulfonic acid). The solvent is COC(C)(C)OC (2,2-dimethoxy-propane). Product: C(C=CC)C1C(C2=CC(=CC=C2C1)CC)=O ((RS)-2-(2-buten-1-yl)-6-ethyl-1-indanone). Yield: 50.0%. RXN SMILES: [CH2:1]([C:3]1[CH:11]=[C:10]2[C:6]([CH2:7][CH2:8][C:9]2=[O:12])=[CH:5][CH:4]=1)[CH3:2].[CH3:13][CH:14](O)[CH:15]=[CH2:16].C1(C)C=CC(S(O)(=O)=O)=CC=1.O>COC(OC)(C)C>[CH2:13]([CH:8]1[CH2:7][C:6]2[C:10](=[CH:11][C:3]([CH2:1][CH3:2])=[CH:4][CH:5]=2)[C:9]1=[O:12])[CH:14]=[CH:15][CH3:16]. Procedure: A solution of 11.8 g of 6-ethyl-1-indanone, 15.4 ml of 3-buten-2-ol and 110 mg of p-toluenesulfonic acid in 110 ml of 2,2-dimethoxy-propane was boiled under reflux for 46 hours on a water separator filled with molecular sieve (0.4 nm, 2 mm pearl shaped). The reaction mixture was subsequently concentrated in a vacuum and purified by column chromatography on silica gel (hexane/diethyl ether 5:1). 7.92 g (50%) of (RS)-2-(2-buten-1-yl)-6-ethyl-1-indanone were obtained as a yellow oil. The reactants are C1(=CC=CC=C1)NC=1OC=2C(N1)=C(C=CC2)C(=O)O (2-(phenylamino)benzoxazole-4-carboxylic acid), Cl.Cl.N[C@@H]1CN2CCC1CC2 ((S)-(−)-3-aminoquinuclidine dihydrochloride). Product: N12CCC(CC1)[C@@H](C2)NC(=O)C=2C=CC=C1C2N=C(O1)NC1=CC=CC=C1 ((S)—N-(quinuclidine-8-yl)-2-(phenylamino) benzoxazole-4-carboxamide). Reaction SMILES: [C:1]1([NH:7][C:8]2[O:9][C:10]3[C:11](=[C:13]([C:17]([OH:19])=O)[CH:14]=[CH:15][CH:16]=3)[N:12]=2)[CH:6]=[CH:5][CH:4]=[CH:3][CH:2]=1.Cl.Cl.[NH2:22][C@H:23]1[CH:28]2[CH2:29][CH2:30][N:25]([CH2:26][CH2:27]2)[CH2:24]1>>[N:25]12[CH2:24][C@@H:23]([NH:22][C:17]([C:13]3[CH:14]=[CH:15][CH:16]=[C:10]4[O:9][C:8]([NH:7][C:1]5[CH:2]=[CH:3][CH:4]=[CH:5][CH:6]=5)=[N:12][C:11]=34)=[O:19])[CH:28]([CH2:29][CH2:30]1)[CH2:27][CH2:26]2 |f:1.2.3|. Procedure: Following general procedure GP-C1, A mixture of 2-(phenylamino)benzoxazole-4-carboxylic acid and (S)-(−)-3-aminoquinuclidine dihydrochloride were coupled to provide (S)—N-(quinuclidine-8-yl)-2-(phenylamino) benzoxazole-4-carboxamide, which was converted to the hydrochloride salt following general procedure GP-D1. 1H NMR and MS consistent. Reactants: O=C([O-])O, CCOC(=O)C(C)(C)C(=O)O, COc1cc(OCCO)c(F)c(C(Nc2ccc(C(N)=NC(=O)OCC(C)(C)C)cc2)c2nc(OCCl)n(-c3ncccn3)n2)c1, [I-], [K+], [Na+], CN(C)C=O. Product: CCOC(=O)C(C)(C)C(=O)OCOc1nc(C(Nc2ccc(C(N)=NC(=O)OCC(C)(C)C)cc2)c2cc(OC)cc(OCCO)c2F)nn1-c1ncccn1. RXN SMILES: [C:47](=[O:48])([O-:49])[OH:50].[CH2:54]([CH3:55])[O:56][C:57]([C:58]([C:59](=[O:60])[OH:61])([CH3:62])[CH3:63])=[O:64].[CH3:1][C:2]([CH2:3][O:4][C:5]([N:6]=[C:7]([c:8]1[cH:9][cH:10][c:11]([NH:14][CH:15]([c:16]2[c:17]([F:28])[c:18]([O:24][CH2:25][CH2:26][OH:27])[cH:19][c:20]([O:22][CH3:23])[cH:21]2)[c:29]2[n:30][n:31](-[c:37]3[n:38][cH:39][cH:40][cH:41][n:42]3)[c:32]([O:34][CH2:35][Cl:36])[n:33]2)[cH:12][cH:13]1)[NH2:43])=[O:44])([CH3:45])[CH3:46].[I-:53].[K+:51].[Na+:52].[O:65]=[CH:66][N:67]([CH3:68])[CH3:69]>>[CH3:1][C:2]([CH2:3][O:4][C:5]([N:6]=[C:7]([c:8]1[cH:9][cH:10][c:11]([NH:14][CH:15]([c:16]2[c:17]([F:28])[c:18]([O:24][CH2:25][CH2:26][OH:27])[cH:19][c:20]([O:22][CH3:23])[cH:21]2)[c:29]2[n:30][n:31](-[c:37]3[n:38][cH:39][cH:40][cH:41][n:42]3)[c:32]([O:34][CH2:35][O:61][C:59]([C:58]([C:57]([O:56][CH2:54][CH3:55])=[O:64])([CH3:62])[CH3:63])=[O:60])[n:33]2)[cH:12][cH:13]1)[NH2:43])=[O:44])([CH3:45])[CH3:46]. The reactants are ClC=1C=CC(=C(N)C1)[N+](=O)[O-] (5-chloro-2nitroaniline), ClC1=C(C=CC=C1)C=1C(=CNC1)C#N (4-(o-Chlorophenyl)-pyrrole-3-carbonitrile), [H-].[Na+] (NaH). Solvent: CN(C)C=O (DMF). The product is NC=1C=C(C=CC1[N+](=O)[O-])N1C=C(C(=C1)C1=C(C=CC=C1)Cl)C#N (1-(3-Amino-4-nitro-phenyl)-4-(2-chloro-phenyl)-1H-pyrrole-3-carbonitrile), solid. Reaction SMILES: Cl[C:2]1[CH:3]=[CH:4][C:5]([N+:9]([O-:11])=[O:10])=[C:6]([CH:8]=1)[NH2:7].[Cl:12][C:13]1[CH:18]=[CH:17][CH:16]=[CH:15][C:14]=1[C:19]1[C:20]([C:24]#[N:25])=[CH:21][NH:22][CH:23]=1.[H-].[Na+]>CN(C=O)C>[NH2:7][C:6]1[CH:8]=[C:2]([N:22]2[CH:23]=[C:19]([C:14]3[CH:15]=[CH:16][CH:17]=[CH:18][C:13]=3[Cl:12])[C:20]([C:24]#[N:25])=[CH:21]2)[CH:3]=[CH:4][C:5]=1[N+:9]([O-:11])=[O:10] |f:2.3|. Procedure details: The title compound was prepared from 5-chloro-2nitroaniline, 4-(o-Chlorophenyl)-pyrrole-3-carbonitrile [CAS-No. 74738-15-1] and NaH in DMF at 150° C. for 3 h according to the general procedure E (method b). Obtained as a yellow-brown solid (218 mg).